From a dataset of the Open Reaction Database (ORD), a public repository of structured organic reaction records. describe an organic reaction: reactants, conditions, products, and yield The reactants are COC1=CC=C(C=C1)C(N[C@H](C)C1=CC=C(C=C1)C)C1=CC(=CC=C1)[N+](=O)[O-] (N-[(4-methoxyphenyl)-(3-nitrophenyl)methyl]-N-[(R)-1-p-tolylethyl]amine), [Sn](Cl)Cl (Tin (II) chloride). Run in C(C)O (ethanol). The product is COC1=CC=C(C=C1)C(C=1C=C(C=CC1)N)N[C@H](C)C1=CC=C(C=C1)C (3-{(4-Methoxyphenyl)-[(R)-1-p-tolylethylamino]methyl}phenylamine). As a reaction SMILES: [CH3:1][O:2][C:3]1[CH:8]=[CH:7][C:6]([CH:9]([C:20]2[CH:25]=[CH:24][CH:23]=[C:22]([N+:26]([O-])=O)[CH:21]=2)[NH:10][C@@H:11]([C:13]2[CH:18]=[CH:17][C:16]([CH3:19])=[CH:15][CH:14]=2)[CH3:12])=[CH:5][CH:4]=1.[Sn](Cl)Cl>C(O)C>[CH3:1][O:2][C:3]1[CH:4]=[CH:5][C:6]([CH:9]([NH:10][C@@H:11]([C:13]2[CH:14]=[CH:15][C:16]([CH3:19])=[CH:17][CH:18]=2)[CH3:12])[C:20]2[CH:21]=[C:22]([NH2:26])[CH:23]=[CH:24][CH:25]=2)=[CH:7][CH:8]=1. Procedure details: 7.72 g of N-[(4-methoxyphenyl)-(3-nitrophenyl)methyl]-N-[(R)-1-p-tolylethyl]amine [prepared as described in step (a) above] were dissolved in 150 ml of ethanol. Tin (II) chloride (15.6 g) was added to the resulting solution, which was then heated under reflux for 3 hours. The reaction mixture was allowed to cool, and the ethanol was distilled off. The residue was dissolved in ethyl acetate. The organic solution was washed with a 1N aqueous solution of sodium hydroxide and a saturated aqueous sol...